Dataset: the Open Reaction Database (ORD), a public repository of structured organic reaction records. Task: describe an organic reaction: reactants, conditions, products, and yield Starting materials: BrB(Br)Br, COc1ccc(CN2CC(C)(C)C(Oc3ccc(C#N)c(C(F)(F)F)c3)C2=O)cc1, ClCCl, O. The product is CC1(C)CN(Cc2ccc(O)cc2)C(=O)C1Oc1ccc(C#N)c(C(F)(F)F)c1. RXN SMILES: [B:1]([Br:2])([Br:3])[Br:4].[CH3:5][O:6][c:7]1[cH:8][cH:9][c:10]([CH2:11][N:12]2[C:13](=[O:32])[CH:14]([O:19][c:20]3[cH:21][c:22]([C:28]([F:29])([F:30])[F:31])[c:23]([C:24]#[N:25])[cH:26][cH:27]3)[C:15]([CH3:17])([CH3:18])[CH2:16]2)[cH:33][cH:34]1.[Cl:36][CH2:37][Cl:38].[OH2:35]>>[OH:6][c:7]1[cH:8][cH:9][c:10]([CH2:11][N:12]2[C:13](=[O:32])[CH:14]([O:19][c:20]3[cH:21][c:22]([C:28]([F:29])([F:30])[F:31])[c:23]([C:24]#[N:25])[cH:26][cH:27]3)[C:15]([CH3:17])([CH3:18])[CH2:16]2)[cH:33][cH:34]1. Starting materials: C(=O)(O)[O-].[Na+] (NaHCO3), C(C=C)O (allyl alcohol), IC1=CC=C(C=C1)NC(C)=O (N-(4-Iodophenyl)acetamide). Reagents/catalysts: [Cl-].C(CCC)[N+](CCCC)(CCCC)CCCC (tetrabutylammonium chloride), Cl[Pd]Cl (PdCl2). Run in CN(C)C=O (DMF). Reaction conditions: time 10 minute. The product is C(C)(=O)NC1=CC=C(C=C1)CCC=O (3-(4′-Acetamidophenyl)-1-propanal). Isolated yield 23.9%. Reaction SMILES: I[C:2]1[CH:7]=[CH:6][C:5]([NH:8][C:9](=[O:11])[CH3:10])=[CH:4][CH:3]=1.C([O-])(O)=O.[Na+].[CH2:17]([OH:20])[CH:18]=[CH2:19]>[Cl-].C([N+](CCCC)(CCCC)CCCC)CCC.Cl[Pd]Cl.CN(C=O)C>[C:9]([NH:8][C:5]1[CH:6]=[CH:7][C:2]([CH2:19][CH2:18][CH:17]=[O:20])=[CH:3][CH:4]=1)(=[O:11])[CH3:10] |f:1.2,4.5|. Reported procedure: To a mixture of N-(4-Iodophenyl)acetamide (10.8 g, 42 mmol, 1.0 equiv) and DMF (50.0 ml) were added tetrabutylammonium chloride (11.7 g, 42 mmol, 1.0 equiv), NaHCO3 (8.7 g, 105 mmol), and allyl alcohol (4.2 ml, 63 mmol, 1.5 equiv) and the mixture was stirred for 10 min. To the resulting mixture PdCl2 (1.21 g, 9.6 mmol, 0.23 equiv) was added and the mixture was stirred under nitrogen for 45 h. The resulting mixture was extracted with EtOAc (3×100 ml). The combined extracts were washed with 5% HCl... Reactants: N1C=NC=2C=NC(=CC21)C(=O)OC (methyl 1H-imidazo[4,5-c]pyridine-6-carboxylate), [H-].[Al+3].[Li+].[H-].[H-].[H-] (lithiumaluminium hydride). Run in O1CCCC1 (tetrahydrofuran). Run at time 12 hour. The product is N1C=NC=2C=NC(=CC21)CO (1H-imidazo[4,5-c]pyridin-6-ylmethanol). RXN SMILES: [NH:1]1[C:9]2[CH:8]=[C:7]([C:10](OC)=[O:11])[N:6]=[CH:5][C:4]=2[N:3]=[CH:2]1.[H-].[Al+3].[Li+].[H-].[H-].[H-]>O1CCCC1>[NH:1]1[C:9]2[CH:8]=[C:7]([CH2:10][OH:11])[N:6]=[CH:5][C:4]=2[N:3]=[CH:2]1 |f:1.2.3.4.5.6|. Reported procedure: 17.7 g of methyl 1H-imidazo[4,5-c]pyridine-6-carboxylate (example D2) were added in portions to a suspension of 19.0 g lithiumaluminium hydride in 0.6 I anhydrous tetrahydrofuran under nitrogen atmosphere at 0° C. After the addition was completed, the ice/water bath was removed and the mixture was stirred at room temperature for 12 h. 30 ml ethyl acetate followed by 100 ml methanol are slowly added at 0° C. (until gas evolution has stopped). Water (50 ml) was slowly added and the resulting preci... Reactants: N1(C=NC=C1)C=1C=C(SC1)C=O (4-(1-imidazolyl)-thiophene-2-aldehyde), [N+](=O)([O-])CC (nitroethane), NCCC(=O)O (β-alanine). Run in C(CCC)O (n-butanol). Conditions: time 9 hour. The product is [N+](=O)([O-])C(=CC=1SC=C(C1)N1C=NC=C1)C (1-(2-(2-nitro-1-propenyl)-4-thienyl]-imidazole). RXN SMILES: [N:1]1([C:6]2[CH:7]=[C:8]([CH:11]=O)[S:9][CH:10]=2)[CH:5]=[CH:4][N:3]=[CH:2]1.[N+:13]([CH2:16][CH3:17])([O-:15])=[O:14].NCCC(O)=O>C(O)CCC>[N+:13]([C:16]([CH3:17])=[CH:11][C:8]1[S:9][CH:10]=[C:6]([N:1]2[CH:5]=[CH:4][N:3]=[CH:2]2)[CH:7]=1)([O-:15])=[O:14]. Procedure: A mixture of 94 g 4-(1-imidazolyl)-thiophene-2-aldehyde (EPA 112 987), 47.7 g nitroethane, 4.9 g β-alanine and 327 ml n-butanol is stirred for 9 hours at reflux temperature. Subsequently, it is evaporated and the residue is purified by column chromatography (silica gel//dichloromethane/methanol). Starting materials: CO, O=C[O-], Cc1nccn1-c1ccc([N+](=O)[O-])cc1F, [NH4+], C1CCOC1. The product is Cc1nccn1-c1ccc(N)cc1F. Reaction SMILES: [CH3:21][OH:22].[CH:17]([O-:18])=[O:19].[F:1][c:2]1[cH:3][c:4]([N+:14]([O-:15])=[O:16])[cH:5][cH:6][c:7]1-[n:8]1[c:9]([CH3:13])[n:10][cH:11][cH:12]1.[NH4+:20].[O:23]1[CH2:24][CH2:25][CH2:26][CH2:27]1>>[F:1][c:2]1[cH:3][c:4]([NH2:14])[cH:5][cH:6][c:7]1-[n:8]1[c:9]([CH3:13])[n:10][cH:11][cH:12]1. Reactants: BrCCCCCCO (1-bromohexan-6-ol), O.C1(=CC=C(C=C1)S(=O)(=O)O)C (p-toluenesulfonic acid monohydrate), C[N+]1(CCOCC1)[O-] (NMO), C(COCCO)O (diethylene glycol). The reagents and catalysts are CCC[N+](CCC)(CCC)CCC.[O-][Ru](=O)(=O)=O (TPAP). The solvent is ClCCl (dichloromethane), ClCCl (dichloromethane). Yields the product BrCCCCCC(OCCOCCO)OCCOCCO (7-(5-Bromopentyl)-3,6,8,11-tetraoxatridecane-1,13-diol). Isolated yield 30.9%. As a reaction SMILES: [Br:1][CH2:2][CH2:3][CH2:4][CH2:5][CH2:6][CH2:7][OH:8].C[N+]1([O-])[CH2:15][CH2:14][O:13][CH2:12][CH2:11]1.[CH2:17]([OH:23])[CH2:18][O:19][CH2:20][CH2:21][OH:22].O.C1(C)C=CC(S(O)(=O)=[O:32])=CC=1>CCC[N+](CCC)(CCC)CCC.[O-][Ru](=O)(=O)=O.ClCCl>[Br:1][CH2:2][CH2:3][CH2:4][CH2:5][CH2:6][CH:7]([O:23][CH2:17][CH2:18][O:19][CH2:20][CH2:21][OH:22])[O:8][CH2:11][CH2:12][O:13][CH2:14][CH2:15][OH:32] |f:3.4,5.6|. Procedure: The above procedure was carried out using the following quantities: 1-bromohexan-6-ol (1.76 g, 10.3 mmol), NMO (1.33 g, 11.3 mmol), molecular sieves (3.0 g), dichloromethane (40 mL), TPAP (0.37 g, 1.03 mmol); diethylene glycol (4.63 mL, 51.5 mmol), p-toluenesulfonic acid monohydrate (0.59 g, 3.90 mmol), molecular sieves (4.0 g) and dichloromethane (50 mL). Purification by flash chromatography on silica (gradient; dichloromethane to 5% methanol in dichlorometane) afforded the titled compound as a... The reactants are OCC=1C=C(C#N)C=CC1CNC1CCCC=2C=CC=NC12 (3-hydroxymethyl-4-[(5,6,7,8-tetrahydro-quinolin-8-ylamino)-methyl]-benzonitrile), ClC=1C=C(C(=NC1)C=O)C (5-chloro-3-methyl-pyridine-2-carbaldehyde), [BH-](OC(=O)C)(OC(=O)C)OC(=O)C.[Na+] (NaBH(OAc)3). Run in C(Cl)Cl (CH2Cl2). Yields the product ClC=1C=C(C(=NC1)CN(C1CCCC=2C=CC=NC12)CC1=C(C=C(C#N)C=C1)CO)C (4-{[(5-chloro-3-methyl-pyridin-2-ylmethyl)-(5,6,7,8-tetrahydro-quinolin-8-yl)-amino]-methyl}-3-hydroxymethyl-benzonitrile). As a reaction SMILES: [OH:1][CH2:2][C:3]1[CH:4]=[C:5]([CH:8]=[CH:9][C:10]=1[CH2:11][NH:12][CH:13]1[C:22]2[N:21]=[CH:20][CH:19]=[CH:18][C:17]=2[CH2:16][CH2:15][CH2:14]1)[C:6]#[N:7].[Cl:23][C:24]1[CH:25]=[C:26]([CH3:32])[C:27]([CH:30]=O)=[N:28][CH:29]=1.[BH-](OC(C)=O)(OC(C)=O)OC(C)=O.[Na+]>C(Cl)Cl>[Cl:23][C:24]1[CH:25]=[C:26]([CH3:32])[C:27]([CH2:30][N:12]([CH2:11][C:10]2[CH:9]=[CH:8][C:5]([C:6]#[N:7])=[CH:4][C:3]=2[CH2:2][OH:1])[CH:13]2[C:22]3[N:21]=[CH:20][CH:19]=[CH:18][C:17]=3[CH2:16][CH2:15][CH2:14]2)=[N:28][CH:29]=1 |f:2.3|. Procedure details: Using General Procedure B: Reaction of 3-hydroxymethyl-4-[(5,6,7,8-tetrahydro-quinolin-8-ylamino)-methyl]-benzonitrile in CH2Cl2 with 5-chloro-3-methyl-pyridine-2-carbaldehyde and NaBH(OAc)3 gave 4-{[(5-chloro-3-methyl-pyridin-2-ylmethyl)-(5,6,7,8-tetrahydro-quinolin-8-yl)-amino]-methyl}-3-hydroxymethyl-benzonitrile as a colorless oil. 1H NMR (CDCl3) δ 1.59 (m, 1H), 2.03 (m, 2H), 2.14 (m, 1H), 2.19 (s, 3H), 2.63 (m, 1H), 2.77 (m, 1H), 3.65 (d, 1H, J=12.0 Hz), 3.73-3.83 (m, 3H), 4.20 (d, 2H, J=12... Reactants: COC1=C(C=O)C=CC2=C1OCO2 (2-methoxy-3,4-methylenedioxybenzaldehyde), COC(CN)OC (aminoacetaldehyde dimethylacetal), [H][H] (hydrogen), C=O (formaline). Reagents/catalysts: [Pt]=O (platinum oxide). Solvent: C(C)O (ethanol), CO (methanol). Product: COC(CN(C)CC1=C(C2=C(C=C1)OCO2)OC)OC (N-(2-methoxy-3,4-methylenedioxybenzyl)-N-methylaminoacetaldehyde dimethylacetal). The yield is 99.1%. As a reaction SMILES: [H][H].[CH3:3][O:4][C:5]1[C:12]2[O:13][CH2:14][O:15][C:11]=2[CH:10]=[CH:9][C:6]=1[CH:7]=O.[CH3:16][O:17][CH:18]([O:21][CH3:22])[CH2:19][NH2:20].[CH2:23]=O>C(O)C.[Pt]=O.CO>[CH3:16][O:17][CH:18]([O:21][CH3:22])[CH2:19][N:20]([CH2:7][C:6]1[CH:9]=[CH:10][C:11]2[O:15][CH2:14][O:13][C:12]=2[C:5]=1[O:4][CH3:3])[CH3:23]. Reported procedure: To 20 ml of methanol, 0.2 g of platinum oxide was added and then hydrogen was passed through the solution to activate the catalyst. To the solution was added a solution of 10.81 g (60 mmol) of 2-methoxy-3,4-methylenedioxybenzaldehyde (1) and 6.37 g (60 mmol) of aminoacetaldehyde dimethylacetal (99% purity) in 20 ml of ethanol to carry out hydrogenation for 3.5 hours. Then, 5.24 ml of 35% formaline (66 mmol) was added to carry out further hydrogenation for 9 hours. The catalyst was filtered out a... Starting materials: NC=1SC=C(N1)C(C(=O)NC1[C@@H]2N(C(=CCS2)C(=O)[O-])C1=O)=NOC.[Na+] (sodium 7-[2-(2-aminothiazol-4-yl)-2-methoxyiminoacetamido]-3-cephem-4-carboxylate), C(C(C)C)(=O)OC(C)Br (1-bromoethyl isobutyrate), [I-].[Na+] (sodium iodide). Yields the product NC=1SC=C(N1)C(C(=O)NC1[C@@H]2N(C(=CCS2)C(=O)OC(C)OC(C(C)C)=O)C1=O)=NOC (1-isobutyryloxyethyl 7-[2-(2-aminothiazol-4-yl)-2-methoxyiminoacetamido]-3-cephem-4-carboxylate). As a reaction SMILES: [NH2:1][C:2]1[S:3][CH:4]=[C:5]([C:7](=[N:23][O:24][CH3:25])[C:8]([NH:10][CH:11]2[C:21](=[O:22])[N:13]3[C:14]([C:18]([O-:20])=[O:19])=[CH:15][CH2:16][S:17][C@H:12]23)=[O:9])[N:6]=1.[Na+].[C:27]([O:32][CH:33](Br)[CH3:34])(=[O:31])[CH:28]([CH3:30])[CH3:29].[I-].[Na+]>>[NH2:1][C:2]1[S:3][CH:4]=[C:5]([C:7](=[N:23][O:24][CH3:25])[C:8]([NH:10][CH:11]2[C:21](=[O:22])[N:13]3[C:14]([C:18]([O:20][CH:33]([O:32][C:27](=[O:31])[CH:28]([CH3:30])[CH3:29])[CH3:34])=[O:19])=[CH:15][CH2:16][S:17][C@H:12]23)=[O:9])[N:6]=1 |f:0.1,3.4|. Procedure: In the same manner as Example 1, sodium 7-[2-(2-aminothiazol-4-yl)-2-methoxyiminoacetamido]-3-cephem-4-carboxylate (syn-isomer) was reacted with 1-bromoethyl isobutyrate in the presence of sodium iodide to give 1-isobutyryloxyethyl 7-[2-(2-aminothiazol-4-yl)-2-methoxyiminoacetamido]-3-cephem-4-carboxylate (syn-isomer), mp 120°-125° C. (decompn.).